Dataset: the Open Reaction Database (ORD), a public repository of structured organic reaction records. Task: describe an organic reaction: reactants, conditions, products, and yield The reactants are ClC1=NNC2=C1C=NC(=C2)Cl (3,6-dichloro-1H-pyrazolo[4,3-c]pyridine), COCCNC(=O)N (1-(2-methoxyethyl)urea), chloro[2-(dicyclohexylphosphino)-3,6-dimethoxy-2′-4′-6′-tri-1-propyl-1,1′-biphenyl][2-(2-aminoethyl)phenyl]palladium(II), CC(C)(C)[O-].[K+] (KOtBu), C1CCOC1 (THF). Reaction conditions: temperature 60 celsius. Yields the product ClC1=NNC2=C1C=NC(=C2)NC(=O)NCCOC (1-(3-chloro-1H-pyrazolo[4,3-c]pyridin-6-yl)-3-(2-methoxyethyl)urea). The yield is 25.6%. RXN SMILES: [Cl:1][C:2]1[C:6]2[CH:7]=[N:8][C:9](Cl)=[CH:10][C:5]=2[NH:4][N:3]=1.[CH3:12][O:13][CH2:14][CH2:15][NH:16][C:17]([NH2:19])=[O:18].CC([O-])(C)C.[K+].C1COCC1>>[Cl:1][C:2]1[C:6]2[CH:7]=[N:8][C:9]([NH:19][C:17]([NH:16][CH2:15][CH2:14][O:13][CH3:12])=[O:18])=[CH:10][C:5]=2[NH:4][N:3]=1 |f:2.3|. Procedure: A mixture of 3,6-dichloro-1H-pyrazolo[4,3-c]pyridine (583.6 mg, 3.10 mmol), 1-(2-methoxyethyl)urea (550 mg, 4.66 mmol), chloro[2-(dicyclohexylphosphino)-3,6-dimethoxy-2′-4′-6′-tri-1-propyl-1,1′-biphenyl][2-(2-aminoethyl)phenyl]palladium(II) (248 mg, 0.310 mmol) and 1.78 M KOtBu in THF (5231 μl, 9.31 mmol) was degassed and then THF (0.5 mL) was added. The reaction mixture was heated to 60° C. overnight. The reaction was diluted with ethyl acetate and washed with water. The combined organics were ... Starting materials: O=C([O-])O, CCOC(C)=O, CCOC(=O)CNC, O=C(Cl)OCc1ccccc1, [Na+]. The product is CCOC(=O)CN(C)C(=O)OCc1ccccc1. As a reaction SMILES: [C:1](=[O:2])([OH:3])[O-:4].[CH3:25][CH2:26][O:27][C:28](=[O:29])[CH3:30].[CH3:6][NH:7][CH2:8][C:9](=[O:10])[O:11][CH2:12][CH3:13].[Cl:14][C:15](=[O:16])[O:17][CH2:18][c:19]1[cH:20][cH:21][cH:22][cH:23][cH:24]1.[Na+:5]>>[CH3:6][N:7]([CH2:8][C:9](=[O:10])[O:11][CH2:12][CH3:13])[C:15](=[O:16])[O:17][CH2:18][c:19]1[cH:20][cH:21][cH:22][cH:23][cH:24]1. The reactants are BrC=1C=C(C(=[N+](C1)[O-])C(=O)OCC)F (ethyl 5-bromo-3-fluoro-1-oxido-pyridin-1-ium-2-carboxylate), FC(C(=O)OC(C(F)(F)F)=O)(F)F (trifluoroacetic anhydride). Run in CN(C=O)C (dimethylformamide). Run at temperature 50 celsius, time 1 hour. Yields the product BrC1=CC(=C(NC1=O)C(=O)OCC)F (ethyl 5-bromo-3-fluoro-6-oxo-1H-pyridine-2-carboxylate). As a reaction SMILES: [Br:1][C:2]1[CH:3]=[C:4]([F:14])[C:5]([C:9]([O:11][CH2:12][CH3:13])=[O:10])=[N+:6]([O-])[CH:7]=1.FC(F)(F)C(OC(=O)C(F)(F)F)=[O:18]>CN(C)C=O>[Br:1][C:2]1[C:7](=[O:18])[NH:6][C:5]([C:9]([O:11][CH2:12][CH3:13])=[O:10])=[C:4]([F:14])[CH:3]=1. Procedure details: To a stirred solution of ethyl 5-bromo-3-fluoro-1-oxido-pyridin-1-ium-2-carboxylate (3, 0.85 g, 3.21 mmol) in dimethylformamide (15 mL) was added trifluoroacetic anhydride (1.35 g, 6.42 mmol) at 0° C. The reaction mixture was warmed to 50° C. and stirred for 1 h, quenched with saturated aqueous sodium bicarbonate solution and extracted with dichloromethane (2×100 mL). The organic layers were separated, dried with magnesium sulfate, filtered and concentrated to dryness under vacuum to afford ethy... Reactants: N1C=NC=C1 (imidazole), C1(=CC=CC=C1)CCCCC1=C(OCC2OC2)C=CC=C1 (2-[2-(4-phenylbutyl)phenoxymethyl]oxirane). Run in C(C)#N (acetonitrile). The product is N1(C=NC=C1)CC(COC1=C(C=CC=C1)CCCCC1=CC=CC=C1)O (3-(Imidazol-1-yl)-1-[2-(4-phenylbutyl)phenoxy]-2-propanol). Isolated yield 82.4%. Reaction SMILES: [NH:1]1[CH:5]=[CH:4][N:3]=[CH:2]1.[C:6]1([CH2:12][CH2:13][CH2:14][CH2:15][C:16]2[CH:26]=[CH:25][CH:24]=[CH:23][C:17]=2[O:18][CH2:19][CH:20]2[CH2:22][O:21]2)[CH:11]=[CH:10][CH:9]=[CH:8][CH:7]=1>C(#N)C>[N:1]1([CH2:22][CH:20]([OH:21])[CH2:19][O:18][C:17]2[CH:23]=[CH:24][CH:25]=[CH:26][C:16]=2[CH2:15][CH2:14][CH2:13][CH2:12][C:6]2[CH:7]=[CH:8][CH:9]=[CH:10][CH:11]=2)[CH:5]=[CH:4][N:3]=[CH:2]1. Procedure: 940 mg of imidazole were added to a solution of 780 mg of 2-[2-(4-phenylbutyl)phenoxymethyl]oxirane [prepared as described in Example 1(a)] in 25 ml of acetonitrile, and the resulting mixture was heated under reflux for 24 hours. At the end of this time, the reaction mixture was freed from the solvent by distillation under reduced pressure. The resulting residue was purified by column chromatography through silica gel, using a 20:1 by volume mixture of methylene chloride and methanol as the elue... Starting materials: C1(CCCC1)=O (cyclopentanone), ketones, COCC(C)=O (methoxyacetone), C1(CCCCC1)=O (cyclohexanone), C1(CCCCCCCCCCC1)=O (cyclododecanone), CC1(CC(CC(C1)C)=O)C (3,3,5-trimethylcyclohexanone), diperoxy ketals, t-alkenyl hydroperoxide, CC(CCC(C)=O)=O (2,5-hexanedione), ketone, C(CCC)OC(CCC(C)=O)=O (n-butyl-4-ketovalerate). The solvent is C(C)C(=O)C (methyl ethyl ketone), C(C(C)C)C(=O)C (methyl isobutyl ketone), CC(=O)C (acetone), C(C)C(=O)CC (diethyl ketone). Yields the product CC(C)(C=C)OOC(C1CCC(CC1)C)(C)C (8-(2-methyl-3-buten-2-ylperoxy)-p-menthane). Reaction SMILES: CO[CH2:3][C:4](=[O:6])[CH3:5].C(OC(=O)[CH2:13][CH2:14][C:15](=[O:17])[CH3:16])CCC.[CH3:19]C(=O)CCC(=O)C.C1(=O)CCCCC1.[CH3:34][C:35]1(C)[CH2:40][CH:39](C)[CH2:38][C:37](=O)[CH2:36]1.C1(=O)CCCC1.C1(=O)CCCCCCCCCCC1>C(C(C)=O)C(C)C.C(C(CC)=O)C.C(C(C)=O)C.CC(C)=O>[CH3:19][C:15]([O:17][O:6][C:4]([CH3:3])([CH3:5])[CH:38]1[CH2:39][CH2:40][CH:35]([CH3:34])[CH2:36][CH2:37]1)([CH:14]=[CH2:13])[CH3:16]. Procedure: In the preparation of the present diperoxy ketals a t-alkenyl hydroperoxide (II) can be reacted in a usual way with a ketone in an acid medium. As examples of suitable ketones may be mentioned: acetone, methoxyacetone, methyl ethyl ketone, diethyl ketone, methyl isobutyl ketone, n-butyl-4-ketovalerate, 2,5-hexanedione, cyclohexanone, 3,3,5-trimethylcyclohexanone, cyclopentanone and cyclododecanone. Starting materials: NC=1C(=NC(=CC1)Cl)C (3-amino-6-chloro-2-picoline), CS(=O)(=O)Cl (methanesulfonyl chloride). The solvent is N1=CC=CC=C1 (pyridine). Run at time 1 hour. Yields the product ClC1=CC=C(C(=N1)C)NS(=O)(=O)C (N-(6-Chloro-2-methylpyridin-3-yl)methanesulfonamide). Isolated yield 55.0%. As a reaction SMILES: [NH2:1][C:2]1[C:3]([CH3:9])=[N:4][C:5]([Cl:8])=[CH:6][CH:7]=1.[CH3:10][S:11](Cl)(=[O:13])=[O:12]>N1C=CC=CC=1>[Cl:8][C:5]1[N:4]=[C:3]([CH3:9])[C:2]([NH:1][S:11]([CH3:10])(=[O:13])=[O:12])=[CH:7][CH:6]=1. Reported procedure: A mixture of 3-amino-6-chloro-2-picoline (2.0 g, 14.0 mmol) and methanesulfonyl chloride (1.92 g, 16.8 mmol) in pyridine (40 ml) was stirred for 1 hour at room temperature. After removal of the solvent, the resulting crude product was purified by silica gel column chromatography, eluting with hexane/EtOAc (3:2), to afford 1.70 g (55% yield) of the title compound as pale yellow solids. Reactants: C(C)OC1=CC=C2C=C(C(=C(C2=C1F)F)F)C(C[C@@H]1CC[C@H](CC1)[C@@H]1CC[C@H](CC1)CCCC)O (7-ethoxy-3-[2-[trans-4-(trans-4-butylcyclohexyl)cyclohexyl]-1-hydroxyethyl]-1,2,8-trifluoronaphthalene), C1(=CC=C(C=C1)S(=O)(=O)O)C (p-toluenesulfonic acid). Solvent: C1(=CC=CC=C1)C (toluene). The product is C(C)OC1=CC=C2C=C(C(=C(C2=C1F)F)F)\C=C\[C@@H]1CC[C@H](CC1)[C@@H]1CC[C@H](CC1)CCCC ((E)-7-ethoxy-3-[2-[trans-4-(trans-4-butylcyclohexyl)cyclohexyl]ethenyl]-1,2,8-trifluoronaphthalene). As a reaction SMILES: [CH2:1]([O:3][C:4]1[C:13]([F:14])=[C:12]2[C:7]([CH:8]=[C:9]([CH:17](O)[CH2:18][C@H:19]3[CH2:24][CH2:23][C@H:22]([C@H:25]4[CH2:30][CH2:29][C@H:28]([CH2:31][CH2:32][CH2:33][CH3:34])[CH2:27][CH2:26]4)[CH2:21][CH2:20]3)[C:10]([F:16])=[C:11]2[F:15])=[CH:6][CH:5]=1)[CH3:2].C1(C)C=CC(S(O)(=O)=O)=CC=1>C1(C)C=CC=CC=1>[CH2:1]([O:3][C:4]1[C:13]([F:14])=[C:12]2[C:7]([CH:8]=[C:9](/[CH:17]=[CH:18]/[C@H:19]3[CH2:24][CH2:23][C@H:22]([C@H:25]4[CH2:26][CH2:27][C@H:28]([CH2:31][CH2:32][CH2:33][CH3:34])[CH2:29][CH2:30]4)[CH2:21][CH2:20]3)[C:10]([F:16])=[C:11]2[F:15])=[CH:6][CH:5]=1)[CH3:2]. Procedure: A toluene (100 ml) solution of 7-ethoxy-3-[2-[trans-4-(trans-4-butylcyclohexyl)cyclohexyl]-1-hydroxyethyl]-1,2,8-trifluoronaphthalene and p-toluenesulfonic acid (0.6 g) was refluxed with heating in an autoclave for 1 hour. The reaction solution was washed with water and brine, and concentrated. The crude production of (E)-7-ethoxy-3-[2-[trans-4-(trans-4-butylcyclohexyl)cyclohexyl]ethenyl]-1,2,8-trifluoronaphthalene (16.6 g) was obtained. Product: COC(=O)c1cc(OC2CN(C(c3ccccc3)c3ccccc3)C2)c2c(c1)OC(C)(C)C2. The reactants are O=C([O-])[O-], COC(=O)c1cc(O)c2c(c1)OC(C)(C)C2, CS(=O)(=O)OC1CN(C(c2ccccc2)c2ccccc2)C1, [Cs+], [Cs+], CN(C)C=O. As a reaction SMILES: [C:1](=[O:2])([O-:3])[O-:4].[CH3:29][O:30][C:31](=[O:32])[c:33]1[cH:34][c:35]2[c:36]([c:42]([OH:44])[cH:43]1)[CH2:37][C:38]([CH3:40])([CH3:41])[O:39]2.[CH:7]([c:8]1[cH:9][cH:10][cH:11][cH:12][cH:13]1)([c:14]1[cH:15][cH:16][cH:17][cH:18][cH:19]1)[N:20]1[CH2:21][CH:22]([O:24][S:25]([CH3:26])(=[O:27])=[O:28])[CH2:23]1.[Cs+:5].[Cs+:6].[O:45]=[CH:46][N:47]([CH3:48])[CH3:49]>>[CH:7]([c:8]1[cH:9][cH:10][cH:11][cH:12][cH:13]1)([c:14]1[cH:15][cH:16][cH:17][cH:18][cH:19]1)[N:20]1[CH2:21][CH:22]([O:24][c:42]2[c:36]3[c:35]([cH:34][c:33]([C:31]([O:30][CH3:29])=[O:32])[cH:43]2)[O:39][C:38]([CH3:40])([CH3:41])[CH2:37]3)[CH2:23]1. Starting materials: NC=1C(=NC(=CN1)C=1C=NNC1)C1=CC(=C(C(=O)OC)C=C1)F (methyl 4-(3-amino-6-(1H-pyrazol-4-yl) pyrazin-2-yl)-2-fluorobenzoate), C([O-])([O-])=O.[K+].[K+] (potassium carbonate), BrCC (bromoethane). The solvent is CN(C)C=O (DMF). Reaction conditions: time 48 hour. The product is NC=1C(=NC(=CN1)C=1C=NN(C1)CC)C1=CC(=C(C(=O)OC)C=C1)F (methyl 4-(3-amino-6-(1-ethyl-1H-pyrazol-4-yl)pyrazin-2-yl)-2-fluorobenzoate). Isolated yield 63.7%. RXN SMILES: [NH2:1][C:2]1[C:3]([C:13]2[CH:22]=[CH:21][C:16]([C:17]([O:19][CH3:20])=[O:18])=[C:15]([F:23])[CH:14]=2)=[N:4][C:5]([C:8]2[CH:9]=[N:10][NH:11][CH:12]=2)=[CH:6][N:7]=1.C(=O)([O-])[O-].[K+].[K+].Br[CH2:31][CH3:32]>CN(C=O)C>[NH2:1][C:2]1[C:3]([C:13]2[CH:22]=[CH:21][C:16]([C:17]([O:19][CH3:20])=[O:18])=[C:15]([F:23])[CH:14]=2)=[N:4][C:5]([C:8]2[CH:9]=[N:10][N:11]([CH2:31][CH3:32])[CH:12]=2)=[CH:6][N:7]=1 |f:1.2.3|. Procedure details: To methyl 4-(3-amino-6-(1H-pyrazol-4-yl) pyrazin-2-yl)-2-fluorobenzoate (45 mg, 0.115 mmol) in DMF (2 mL) was added potassium carbonate (47.6 mg, 0.345 mmol), followed by bromoethane (0.017 mL, 0.230 mmol). The reaction mixture was stirred at room temperature for 48 h. The reaction mixtures was partitioned between ethylacetate and water. The organic layer was separated, washed with brine, dried over sodium sulfate, filtered, evaporated and purified by flash chromatography eluting with 0-60% of E... The reactants are C(\C=C/C(=O)O)(=O)O (maleic acid), C(=O)=O (Carbon dioxide), C([O-])([O-])=O.[Ca+2] (calcium carbonate), C([O-])([O-])=O.[Ca+2] (calcium carbonate). The solvent is O (water), O (water). Product: C(\C=C/C(=O)O)(=O)O (maleic acid), C(\C=C/C(=O)[O-])(=O)[O-].[Ca+2] (calcium maleate). Reaction SMILES: C(=O)([O-])[O-].[Ca+2:5].[C:6]([OH:13])(=[O:12])/[CH:7]=[CH:8]\[C:9]([OH:11])=[O:10].C(=O)=O>O>[C:6]([OH:13])(=[O:12])/[CH:7]=[CH:8]\[C:9]([OH:11])=[O:10].[C:6]([O-:13])(=[O:12])/[CH:7]=[CH:8]\[C:9]([O-:11])=[O:10].[Ca+2:5] |f:0.1,6.7|. Reported procedure: A solution of maleic acid was prepared by adding 39.7 g of maleic anhydrideto 80 g of water and heating the mixture to 60°±5° C. over40 minutes. Then a slurry of calcium carbonate filter cake (38.2 g, 0.248 mole calcium carbonate), and water, 40 g, were added to the maleic acid solution at 60°±5° C. over 40 minutes. Carbon dioxide wasstripped off and calcium maleate was formed.